This data is from the Open Reaction Database (ORD), a public repository of structured organic reaction records. The task is: describe an organic reaction: reactants, conditions, products, and yield The reactants are C(CCC)[C@@H]1CC2(OCCO2)CC[C@@H]1N ((7R,8S)-7-(butyl)-8-(amino)-1,4-dioxa-spiro[4.5]decane), C(=O)([O-])[O-].[K+].[K+] (K2CO3), ClC(=O)OCC1=CC=CC=C1 (benzyl chloroformate). The solvent is C(Cl)Cl (CH2Cl2). Run at time 30 minute. Product: C(CCC)[C@H]1CC2(OCCO2)CC[C@@H]1NC(OCC1=CC=CC=C1)=O (benzyl ((7S,8S)-7-(butyl)-1,4-dioxa-spiro[4.5]dec-8-yl)-carbamate). Yield: 43.2%. RXN SMILES: [CH2:1]([C@H:5]1[C@@H:14]([NH2:15])[CH2:13][CH2:12][C:7]2([O:11][CH2:10][CH2:9][O:8]2)[CH2:6]1)[CH2:2][CH2:3][CH3:4].C([O-])([O-])=O.[K+].[K+].Cl[C:23]([O:25][CH2:26][C:27]1[CH:32]=[CH:31][CH:30]=[CH:29][CH:28]=1)=[O:24]>C(Cl)Cl>[CH2:1]([C@@H:5]1[C@@H:14]([NH:15][C:23](=[O:24])[O:25][CH2:26][C:27]2[CH:32]=[CH:31][CH:30]=[CH:29][CH:28]=2)[CH2:13][CH2:12][C:7]2([O:8][CH2:9][CH2:10][O:11]2)[CH2:6]1)[CH2:2][CH2:3][CH3:4] |f:1.2.3|. Reported procedure: A solution of crude (7R,8S)-7-(butyl)-8-(amino)-1,4-dioxa-spiro[4.5]decane (4.2 g, 0.02 mol) in 100 mL of CH2Cl2 was treated with an aqueous solution of K2CO3 and cooled in a ice bath. The mixture is stirred vigorously while benzyl chloroformate (3.42 g, 0.02 mol) is added slowly. After the addition is complete the mixture is stirred an additional 30 min. The organic layer is separated and washed with water, brine and concentrated. The residue was chromatographed on silica gel to give 3 g of ben... Starting materials: ice water, ClC=1C=C(C=C(C1)Cl)C1(CC(=NO1)C1=CC(=C(C(=O)NC(=O)NCC)C=C1)C)C(F)(F)F (N-[4-[5-(3,5-dichlorophenyl)-5-trifluoromethyl-4,5-dihydroisoxazol-3-yl]-2-methyl benzoyl]-N′-ethyl urea), ClC(=O)OC (methyl chloroformate), C[Si](N[Si](C)(C)C)(C)C.[Li] (lithium hexamethyl disilazane). Run in O1CCCC1 (tetrahydrofuran), O1CCCC1 (tetrahydrofuran). The product is ClC=1C=C(C=C(C1)Cl)C1(CC(=NO1)C1=CC(=C(C(=O)NC(=O)N(C(=O)OC)CC)C=C1)C)C(F)(F)F (N-[4-[5-(3,5-dichlorophenyl)-5-trifluoromethyl-4,5-dihydro-isoxazole-3-yl]-2-methylbenzoyl]-N′-ethyl-N′-methoxycarbonyl urea). Yield: 51.8%. Reaction SMILES: [Cl:1][C:2]1[CH:3]=[C:4]([C:9]2([C:29]([F:32])([F:31])[F:30])[O:13][N:12]=[C:11]([C:14]3[CH:27]=[CH:26][C:17]([C:18]([NH:20][C:21]([NH:23][CH2:24][CH3:25])=[O:22])=[O:19])=[C:16]([CH3:28])[CH:15]=3)[CH2:10]2)[CH:5]=[C:6]([Cl:8])[CH:7]=1.C[Si](C)(C)N[Si](C)(C)C.[Li].Cl[C:44]([O:46][CH3:47])=[O:45]>O1CCCC1>[Cl:1][C:2]1[CH:3]=[C:4]([C:9]2([C:29]([F:30])([F:32])[F:31])[O:13][N:12]=[C:11]([C:14]3[CH:27]=[CH:26][C:17]([C:18]([NH:20][C:21]([N:23]([CH2:24][CH3:25])[C:44]([O:46][CH3:47])=[O:45])=[O:22])=[O:19])=[C:16]([CH3:28])[CH:15]=3)[CH2:10]2)[CH:5]=[C:6]([Cl:8])[CH:7]=1 |f:1.2,^1:41|. Procedure: In a solution of 0.50 g of N-[4-[5-(3,5-dichlorophenyl)-5-trifluoromethyl-4,5-dihydroisoxazol-3-yl]-2-methyl benzoyl]-N′-ethyl urea synthesized similarly to Synthetic Example 26 in 4 mL of tetrahydrofuran, 4 mL of 1M tetrahydrofuran solution of lithium hexamethyl disilazane was added at −78° C. with stirring, and stirred at the same temperature for 30 minutes. Then, 0.12 g of methyl chloroformate was added in the reaction mixture at −78° C. with stirring. After the completion of the addition dro... The reactants are COC=1C=CC2=C(C(=CC3=C(S2)C=CC=C3)N3CCN(CC3)CCCO)C1 (8-methoxy-10-[4-(3-hydroxypropyl)piperazino]dibenzo[b,f]thiepin), C(CCCCCCC)(=O)Cl (caprylyl chloride), O (water), [OH-].[NH4+] (ammonium hydroxide). Solvent: C1=CC=CC=C1 (benzene), C1=CC=CC=C1 (benzene). Reaction conditions: time 48 hour. The product is COC=1C=CC2=C(C(=CC3=C(S2)C=CC=C3)N3CCN(CC3)CCCOC(CCCCCCC)=O)C1 (8-Methoxy-10-[4-(3-octanoyloxypropyl)piperazino]dibenzo[b,f]thiepin). RXN SMILES: [CH3:1][O:2][C:3]1[CH:4]=[CH:5][C:6]2[S:12][C:11]3[CH:13]=[CH:14][CH:15]=[CH:16][C:10]=3[CH:9]=[C:8]([N:17]3[CH2:22][CH2:21][N:20]([CH2:23][CH2:24][CH2:25][OH:26])[CH2:19][CH2:18]3)[C:7]=2[CH:27]=1.[C:28](Cl)(=[O:36])[CH2:29][CH2:30][CH2:31][CH2:32][CH2:33][CH2:34][CH3:35].O.[OH-].[NH4+]>C1C=CC=CC=1>[CH3:1][O:2][C:3]1[CH:4]=[CH:5][C:6]2[S:12][C:11]3[CH:13]=[CH:14][CH:15]=[CH:16][C:10]=3[CH:9]=[C:8]([N:17]3[CH2:18][CH2:19][N:20]([CH2:23][CH2:24][CH2:25][O:26][C:28](=[O:36])[CH2:29][CH2:30][CH2:31][CH2:32][CH2:33][CH2:34][CH3:35])[CH2:21][CH2:22]3)[C:7]=2[CH:27]=1 |f:3.4|. Reported procedure: To a solution of 10.0 grams of 8-methoxy-10-[4-(3-hydroxypropyl)piperazino]dibenzo[b,f]thiepin in 50 milliliters of benzene was added 9.1 grams of caprylyl chloride (octanoyl chloride) and the mixture was allowed to stand for 48 hours. Thereafter 150 milliliters of water and 20 milliliters of concentrated aqueous ammonium hydroxide solution was added thereto and the resulting mixture was shaken with benzene. The benzene extract was separated form the aqueous solution, filtered, and the filtrate ... The reactants are C(#C)[C@H]1O[C@H]([C@@H]2OC(O[C@H]12)(C)C)N1C2=NC=NC(=C2N=C1)NC1CCCC1 ([9-((1R,2R,4R,5R)-4-ethynyl-7,7-dimethyl-3,6,8-trioxabicyclo[3.3.0]oct-2-yl)purin-6-yl]cyclopentylamine). Run in mixture, C(C)(=O)O.O (acetic acid water). Run at temperature 75 celsius, time 8 hour. Product: C1(CCCC1)NC1=C2N=CN(C2=NC=N1)[C@@H]1O[C@@H]([C@H]([C@H]1O)O)C#C ((4S,2R,3R,5R)-2-[6-(cyclopentylamino)purin-9-yl]-5-ethynyloxolane-3,4-diol). Reaction SMILES: [C:1]([C@@H:3]1[C@@H:10]2[C@@H:6]([O:7]C(C)(C)[O:9]2)[C@H:5]([N:13]2[CH:21]=[N:20][C:19]3[C:14]2=[N:15][CH:16]=[N:17][C:18]=3[NH:22][CH:23]2[CH2:27][CH2:26][CH2:25][CH2:24]2)[O:4]1)#[CH:2]>C(O)(=O)C.O>[CH:23]1([NH:22][C:18]2[N:17]=[CH:16][N:15]=[C:14]3[C:19]=2[N:20]=[CH:21][N:13]3[C@H:5]2[C@H:6]([OH:7])[C@H:10]([OH:9])[C@@H:3]([C:1]#[CH:2])[O:4]2)[CH2:24][CH2:25][CH2:26][CH2:27]1 |f:1.2|. Procedure: A solution of [9-((1R,2R,4R,5R)-4-ethynyl-7,7-dimethyl-3,6,8-trioxabicyclo[3.3.0]oct-2-yl)purin-6-yl]cyclopentylamine (0.28 g) was dissolved in 20 ml of a mixture of acetic acid:water (80:20) and stirred overnight at 75° C. Solvent was removed under reduced pressure, and the residue purified by preparative TLC, eluting with methanol:methylene chloride (1:8), to yield (4S,2R,3R,5R)-2-[6-(cyclopentylamino)purin-9-yl]-5-ethynyloxolane-3,4-diol, a compound of Formula I. Starting materials: Cc1oc(-c2ccccc2)nc1COc1ccc(COc2nn(Cc3ccc(OCc4nc(-c5ccccc5)oc4C)cc3)cc2CO)cc1, ClC(Cl)Cl, C1CCOC1. The product is Cc1oc(-c2ccccc2)nc1COc1ccc(COc2nn(Cc3ccc(OCc4nc(-c5ccccc5)oc4C)cc3)cc2C=O)cc1. As a reaction SMILES: [CH3:1][c:2]1[c:3]([CH2:13][O:14][c:15]2[cH:16][cH:17][c:18]([CH2:19][n:20]3[n:21][c:22]([O:27][CH2:28][c:29]4[cH:30][cH:31][c:32]([O:35][CH2:36][c:37]5[n:38][c:39](-[c:43]6[cH:44][cH:45][cH:46][cH:47][cH:48]6)[o:40][c:41]5[CH3:42])[cH:33][cH:34]4)[c:23]([CH2:25][OH:26])[cH:24]3)[cH:49][cH:50]2)[n:4][c:5](-[c:7]2[cH:8][cH:9][cH:10][cH:11][cH:12]2)[o:6]1.[CH:51]([Cl:52])([Cl:53])[Cl:54].[O:55]1[CH2:56][CH2:57][CH2:58][CH2:59]1>>[CH3:1][c:2]1[c:3]([CH2:13][O:14][c:15]2[cH:16][cH:17][c:18]([CH2:19][n:20]3[n:21][c:22]([O:27][CH2:28][c:29]4[cH:30][cH:31][c:32]([O:35][CH2:36][c:37]5[n:38][c:39](-[c:43]6[cH:44][cH:45][cH:46][cH:47][cH:48]6)[o:40][c:41]5[CH3:42])[cH:33][cH:34]4)[c:23]([CH:25]=[O:26])[cH:24]3)[cH:49][cH:50]2)[n:4][c:5](-[c:7]2[cH:8][cH:9][cH:10][cH:11][cH:12]2)[o:6]1. Starting materials: COC=1C=C(C=C(C1)OC)CN (3,5-dimethoxybenzenemethanamine), C(=O)(O)C1=CC=C(C=C1)N1CCN(CC1)C(=O)OC(C)(C)C (4-(4-carboxyphenyl)-1-piperazinecarboxylic acid, 1-(1,1-dimethylethyl) ester), CCN=C=NCCCN(C)C (EDCI), C=1C=CC2=C(C1)N=NN2O (HOBT). Solvent: C(Cl)Cl (DCM), N(CC)(CC)CC (N(CH2CH3)3). Conditions: time 8 hour. Yields the product COC=1C=C(C=C(C1)OC)CNC(=O)C1=CC=C(C=C1)N1CCN(CC1)C(=O)OC(C)(C)C (4-[4-[[[(3,5-dimethoxyphenyl)methyl]amino]carbonyl]phenyl]-1-piperazinecarboxylic acid, 1,1-dimethylethyl ester). The yield is 58.2%. RXN SMILES: [CH3:1][O:2][C:3]1[CH:4]=[C:5]([CH2:11][NH2:12])[CH:6]=[C:7]([O:9][CH3:10])[CH:8]=1.[C:13]([C:16]1[CH:21]=[CH:20][C:19]([N:22]2[CH2:27][CH2:26][N:25]([C:28]([O:30][C:31]([CH3:34])([CH3:33])[CH3:32])=[O:29])[CH2:24][CH2:23]2)=[CH:18][CH:17]=1)(O)=[O:14].CCN=C=NCCCN(C)C.C1C=CC2N(O)N=NC=2C=1>C(Cl)Cl.N(CC)(CC)CC>[CH3:10][O:9][C:7]1[CH:6]=[C:5]([CH2:11][NH:12][C:13]([C:16]2[CH:17]=[CH:18][C:19]([N:22]3[CH2:23][CH2:24][N:25]([C:28]([O:30][C:31]([CH3:34])([CH3:33])[CH3:32])=[O:29])[CH2:26][CH2:27]3)=[CH:20][CH:21]=2)=[O:14])[CH:4]=[C:3]([O:2][CH3:1])[CH:8]=1. Procedure details: A mixture of 3,5-dimethoxybenzenemethanamine (3.34 g, 20 mmol), 4-(4-carboxyphenyl)-1-piperazinecarboxylic acid, 1-(1,1-dimethylethyl) ester (6.13 g, 20 mmol), EDCI (4.2 g, 22 mmol), HOBT (2.97 g, 22 mmol), N(CH2CH3)3 (12 ml) and DCM (80 ml) was stirred overnight at r.t. The solvent was evaporated. The residue was purified by column chromatography (eluent: petroleum ether/EtOAc 2/1). The desired fractions were collected and the solvent was evaporated. Yield: 5.3 g of 4-[4-[[[(3,5-dimethoxyphenyl... Starting materials: CCN=C=NCCCN(C)C, CCN(C(C)C)C(C)C, O=C(NCC(=O)N1CCNCC1)c1ccc(Oc2ccccc2)cc1, CN(C)C=O, O, O=C(O)c1ccco1, On1nnc2ccccc21. The product is O=C(NCC(=O)N1CCN(C(=O)c2ccco2)CC1)c1ccc(Oc2ccccc2)cc1. As a reaction SMILES: [CH3:18][CH2:19][N:20]=[C:21]=[N:22][CH2:23][CH2:24][CH2:25][N:26]([CH3:27])[CH3:28].[CH:1]([N:2]([CH2:3][CH3:4])[CH:5]([CH3:6])[CH3:7])([CH3:8])[CH3:9].[O:39]=[C:40]([CH2:41][NH:42][C:43]([c:44]1[cH:45][cH:46][c:47]([O:50][c:51]2[cH:52][cH:53][cH:54][cH:55][cH:56]2)[cH:48][cH:49]1)=[O:57])[N:58]1[CH2:59][CH2:60][NH:61][CH2:62][CH2:63]1.[O:64]=[CH:65][N:66]([CH3:67])[CH3:68].[OH2:69].[OH:10][C:11](=[O:12])[c:13]1[cH:14][cH:15][cH:16][o:17]1.[OH:29][n:30]1[c:31]2[c:32]([cH:33][cH:34][cH:35][cH:36]2)[n:37][n:38]1>>[C:11](=[O:12])([c:13]1[cH:14][cH:15][cH:16][o:17]1)[N:61]1[CH2:60][CH2:59][N:58]([C:40](=[O:39])[CH2:41][NH:42][C:43]([c:44]2[cH:45][cH:46][c:47]([O:50][c:51]3[cH:52][cH:53][cH:54][cH:55][cH:56]3)[cH:48][cH:49]2)=[O:57])[CH2:63][CH2:62]1. Reactants: FC=1C=C(C=CC1)S(=O)(=O)OC=1C=C(OCCCO)C=C(C1)C (3-[3-(3-fluorophenylsulfonyloxy)-5-methylphenoxy]-propanol), C(C)(C)N(C(C)C)CC (N,N-diisopropylethylamine), CS(=O)C (dimethyl sulfoxide). Run in ClCCl (dichloromethane). Run at temperature 0 celsius, time 2.75 hour. Yields the product FC=1C=C(C=CC1)S(=O)(=O)OC=1C=C(OCCC=O)C=C(C1)C (3-[3-(3-Fluorophenylsulfonyloxy)-5-methylphenoxy]propionaldehyde). Yield: 56.0%. RXN SMILES: [F:1][C:2]1[CH:3]=[C:4]([S:8]([O:11][C:12]2[CH:13]=[C:14]([CH:20]=[C:21]([CH3:23])[CH:22]=2)[O:15][CH2:16][CH2:17][CH2:18][OH:19])(=[O:10])=[O:9])[CH:5]=[CH:6][CH:7]=1.C(N(CC)C(C)C)(C)C.CS(C)=O>ClCCl>[F:1][C:2]1[CH:3]=[C:4]([S:8]([O:11][C:12]2[CH:13]=[C:14]([CH:20]=[C:21]([CH3:23])[CH:22]=2)[O:15][CH2:16][CH2:17][CH:18]=[O:19])(=[O:10])=[O:9])[CH:5]=[CH:6][CH:7]=1. Procedure: A solution of 3-[3-(3-fluorophenylsulfonyloxy)-5-methylphenoxy]-propanol (840 mg, 2.5 mmol, as prepared in the preceding step), N,N-diisopropylethylamine (0.90 mL, 25.2 mmol), anhydrous dimethyl sulfoxide (0.52 mL, 27.4 mmol), and anhydrous dichloromethane (25.9 mL) was cooled to 0° C. under nitrogen. Sulfur trioxide pyridine complex (830 mg, 5.2 mmol) was added in portions over 13 minutes. The solution was stirred at 0° C. for 2.75 hours, then the reaction was quenched with 10% aqueous citric a...